From a dataset of the Open Reaction Database (ORD), a public repository of structured organic reaction records. describe an organic reaction: reactants, conditions, products, and yield The reactants are CCO, Cl, Cl, N=C(N)NN, O, Cc1ccnc2c1C(=O)CC(c1ccccc1O)C2. The product is Cl, Cc1ccnc2c1C(=NNC(=N)N)CC(c1ccccc1O)C2. RXN SMILES: [CH3:28][CH2:29][OH:30].[ClH:20].[ClH:26].[NH2:21][NH:22][C:23](=[NH:24])[NH2:25].[OH2:27].[OH:1][c:2]1[c:3]([CH:8]2[CH2:9][C:10](=[O:19])[c:11]3[c:12]([CH3:18])[cH:13][cH:14][n:15][c:16]3[CH2:17]2)[cH:4][cH:5][cH:6][cH:7]1>>[ClH:20].[OH:1][c:2]1[c:3]([CH:8]2[CH2:9][C:10](=[N:21][NH:22][C:23](=[NH:24])[NH2:25])[c:11]3[c:12]([CH3:18])[cH:13][cH:14][n:15][c:16]3[CH2:17]2)[cH:4][cH:5][cH:6][cH:7]1. Starting materials: FC(C1=CC=CC=2B(OCC21)O)(F)F (4-(trifluoromethyl)benzo[c][1,2]oxaborol-1(3H)-ol), [N+](=O)(O)[O-] (HNO3). Run at temperature -40 celsius, time 3 hour. Yields the product [N+](=O)([O-])C=1C=C(C2=C(B(OC2)O)C1)C(F)(F)F (6-nitro-4-(trifluoromethyl)benzo[c][1,2]oxaborol-1(3H)-ol). Yield: 66.0%. As a reaction SMILES: [F:1][C:2]([F:14])([F:13])[C:3]1[C:11]2[CH2:10][O:9][B:8]([OH:12])[C:7]=2[CH:6]=[CH:5][CH:4]=1.[N+:15]([O-])([OH:17])=[O:16]>>[N+:15]([C:5]1[CH:4]=[C:3]([C:2]([F:1])([F:13])[F:14])[C:11]2[CH2:10][O:9][B:8]([OH:12])[C:7]=2[CH:6]=1)([O-:17])=[O:16]. Reported procedure: To 4-(trifluoromethyl)benzo[c][1,2]oxaborol-1(3H)-ol (CXXX) (1.17 g, 5.79 mmol) cooled to −40° C. was slowly added HNO3 (10 mL, 99%). The reaction mixture was stirred for 3 h at −40° C. and then slowly quenched with crushed ice. The yellow precipitate was filtered and washed with hexane to produce 6-nitro-4-(trifluoromethyl)benzo[c][1,2]oxaborol-1(3H)-ol (CXXXI) as a yellow crystalline solid (950 mg, 3.83 mmol, 66% yield). ESIMS found for C8H5BF3NO4 m/z 246.4 (M−H). The reactants are ClC1=C(C(=CC(=C1)C(=O)OC)Cl)C(=O)OC (dimethyl 2,6-dichlorobenzene-1,4-dicarboxylate), [BH4-].[Na+] (sodium borohydride), CO (methanol). Solvent: O1CCCC1 (tetrahydrofuran). Product: ClC1=C(C(=O)OC)C(=CC(=C1)CO)Cl (methyl 2,6-dichloro-4-(hydroxymethyl)benzoate). Yield: 78.2%. RXN SMILES: [Cl:1][C:2]1[CH:7]=[C:6]([C:8](OC)=[O:9])[CH:5]=[C:4]([Cl:12])[C:3]=1[C:13]([O:15][CH3:16])=[O:14].[BH4-].[Na+].CO>O1CCCC1>[Cl:1][C:2]1[CH:7]=[C:6]([CH2:8][OH:9])[CH:5]=[C:4]([Cl:12])[C:3]=1[C:13]([O:15][CH3:16])=[O:14] |f:1.2|. Procedure details: A solution of dimethyl 2,6-dichlorobenzene-1,4-dicarboxylate (2.3 g, 8.7 mmol) in tetrahydrofuran (10 mL) was treated with sodium borohydride (0.496 g, 13 mmol) and heated to refluxing temperature. The reaction mixture was then treated drop wise with methanol (1 mL) and continued refluxing for about 2 hours. The reaction mixture was warmed to room temperature and quenched with saturated aqueous ammonium chloride solution followed by partitioning with ethyl acetate. The combined organic layer was...